Dataset: the Open Reaction Database (ORD), a public repository of structured organic reaction records. Task: describe an organic reaction: reactants, conditions, products, and yield Reactants: CO, [H][H], c1ccsc1, O=[N+]([O-])c1cc(Cn2ccnc2)ccc1NCc1cccnc1. Yields the product Nc1cc(Cn2ccnc2)ccc1NCc1cccnc1. As a reaction SMILES: [CH3:31][OH:32].[H:29][H:30].[cH:24]1[cH:25][s:26][cH:27][cH:28]1.[n:1]1([CH2:6][c:7]2[cH:8][c:9]([N+:21]([O-:22])=[O:23])[c:10]([NH:13][CH2:14][c:15]3[cH:16][n:17][cH:18][cH:19][cH:20]3)[cH:11][cH:12]2)[cH:2][n:3][cH:4][cH:5]1>>[n:1]1([CH2:6][c:7]2[cH:8][c:9]([NH2:21])[c:10]([NH:13][CH2:14][c:15]3[cH:16][n:17][cH:18][cH:19][cH:20]3)[cH:11][cH:12]2)[cH:2][n:3][cH:4][cH:5]1. The reactants are [N+](=O)([O-])C=1C=NN(C1)C1=CC=C(C=C1)C (4-Nitro-1-p-tolyl-1H-pyrazole). Reagents/catalysts: [Pd] (palladium on carbon). Solvent: C(C)O (ethanol). Product: NC=1C=NN(C1)C1=CC=C(C=C1)C (4-Amino-1-p-tolyl-1H-pyrazole). Isolated yield 85.5%. RXN SMILES: [N+:1]([C:4]1[CH:5]=[N:6][N:7]([C:9]2[CH:14]=[CH:13][C:12]([CH3:15])=[CH:11][CH:10]=2)[CH:8]=1)([O-])=O>C(O)C.[Pd]>[NH2:1][C:4]1[CH:5]=[N:6][N:7]([C:9]2[CH:14]=[CH:13][C:12]([CH3:15])=[CH:11][CH:10]=2)[CH:8]=1. Reported procedure: Intermediate 6a (212 mg, 1.04 mmol) was dissolved in ethanol (20 mL) then hydrogenated over 10% palladium on carbon for 4 h under hydrogen atmosphere. The mixture was then filtered through Celite, washing with ethanol, and evaporated to dryness. The residue was purified by FCC, eluting with 0-10% MeOH in DCM, to give the title compound as a pale brown solid (154 mg, 86%). LCMS (Method 3): Rt 1.92 min, m/z 174.1 [MH−]. Reactants: acid, C1OC2(CC(CCC2)(S(=O)(=O)C2=CC=CC=C2)CCCCCCCCCCO)OC1 (1,1-(ethylenedioxy)-3-(10-hydroxydecyl)-3-(phenylsulfonyl)-cyclohexane), saturated aqueous solution, C([O-])(O)=O.[Na+] (sodium bicarbonate). The solvent is C(Cl)(Cl)Cl (chloroform), CC(=O)C (acetone). The product is OCCCCCCCCCCC1=CC(CCC1)=O (3-(10-hydroxydecyl)-2-cyclohexen-1-one). Yield: 77.4%. Reaction SMILES: C1CO[C:3]2([CH2:8][CH2:7][CH2:6][C:5]([CH2:18][CH2:19][CH2:20][CH2:21][CH2:22][CH2:23][CH2:24][CH2:25][CH2:26][CH2:27][OH:28])(S(C3C=CC=CC=3)(=O)=O)[CH2:4]2)[O:2]1.C(=O)(O)[O-].[Na+]>C(Cl)(Cl)Cl.CC(C)=O>[OH:28][CH2:27][CH2:26][CH2:25][CH2:24][CH2:23][CH2:22][CH2:21][CH2:20][CH2:19][CH2:18][C:5]1[CH2:6][CH2:7][CH2:8][C:3](=[O:2])[CH:4]=1 |f:1.2|. Procedure: Paratoluenesulfonic acid (20 mg) was added to a solution of 193 mg of 1,1-(ethylenedioxy)-3-(10-hydroxydecyl)-3-(phenylsulfonyl)-cyclohexane in 3 ml of chloroform and 0.6 ml of acetone. To the resulting mixture was added 10 ml of a saturated aqueous solution of sodium bicarbonate, followed by extraction with dichloromethane. The organic layer was washed with saturated saline and dried over magnesium sulfate. The solvent was distilled off under reduced pressure. The residue was purified by chroma... Reactants: ClC1=C(C=C(N)C=C1)C1=NC=CC=C1 (4-chloro-3-(pyridin-2-yl)aniline), [N+](=O)([O-])C1=CC=C(C(=O)O)C=C1 (4-nitrobenzoic acid), ClC1=C(C=C(C=C1)NC(C1=CC=C(C=C1)[N+](=O)[O-])=O)C1=NC=CC=C1 (N-(4-chloro-3-(pyridin-2-yl)phenyl)-4-nitrobenzamide), [Sn](Cl)Cl (Tin (II) Chloride). The solvent is Cl (HCl), CCO (EtOH). Conditions: temperature 55 celsius. Yields the product NC1=CC=C(C(=O)NC2=CC(=C(C=C2)Cl)C2=NC=CC=C2)C=C1 (4-amino-N-(4-chloro-3-(pyridin-2-yl)phenyl)benzamide). As a reaction SMILES: ClC1C=CC(N)=CC=1C1C=CC=CN=1.[N+](C1C=CC(C(O)=O)=CC=1)([O-])=O.[Cl:27][C:28]1[CH:33]=[CH:32][C:31]([NH:34][C:35](=[O:45])[C:36]2[CH:41]=[CH:40][C:39]([N+:42]([O-])=O)=[CH:38][CH:37]=2)=[CH:30][C:29]=1[C:46]1[CH:51]=[CH:50][CH:49]=[CH:48][N:47]=1.[Sn](Cl)Cl>Cl.CCO>[NH2:42][C:39]1[CH:40]=[CH:41][C:36]([C:35]([NH:34][C:31]2[CH:32]=[CH:33][C:28]([Cl:27])=[C:29]([C:46]3[CH:51]=[CH:50][CH:49]=[CH:48][N:47]=3)[CH:30]=2)=[O:45])=[CH:37][CH:38]=1. Procedure: 300 mg of 4-chloro-3-(pyridin-2-yl)aniline was coupled to 270 mg of 4-nitrobenzoic acid via Procedure G. To 520 mg of N-(4-chloro-3-(pyridin-2-yl)phenyl)-4-nitrobenzamide in 2.5 mL of HCl in 10 mL of EtOH was added 1.3 g of Tin (II) Chloride and stirred at 55° C. Upon completion, the reaction was concentrated and extracted with Ethyl Acetate in water with TEA to reduce emulsions. The organic layer was dried over Magnesium Sulfate, filtered and concentrated to give 4-amino-N-(4-chloro-3-(pyridin-... The reactants are C(CC(C)C)ON=O (isoamylnitrite), C(Br)(Br)Br (bromoform), ClC=1N=C(C(=NC1Cl)N)[N+](=O)[O-] (5,6-dichloro-3-nitro-pyrazinamine). The product is BrC1=NC(=C(N=C1[N+](=O)[O-])Cl)Cl (2-Bromo-5,6-dichloronitropyrazine). As a reaction SMILES: C(ON=O)CC(C)C.[Cl:9][C:10]1[N:11]=[C:12]([N+:18]([O-:20])=[O:19])[C:13](N)=[N:14][C:15]=1[Cl:16].C(Br)(Br)[Br:22]>>[Br:22][C:13]1[C:12]([N+:18]([O-:20])=[O:19])=[N:11][C:10]([Cl:9])=[C:15]([Cl:16])[N:14]=1. Procedure details: To 4.8 g isoamylnitrite in 150 ml bromoform heated to 95°-100° is added portionwise 5.0 g 5,6-dichloro-3-nitro-pyrazinamine. The reaction mixture is heated at reflux for 18 hours. After cooling, the bromoform is removed in vacuo to give an oil which is chromatographed on silica gel. The initial component to elute is 5,6-dichloro-2-bromonitropyrazine, which is obtained (2.6 g) as a viscous oil. Starting materials: ClC1=C(C(=NC(=N1)SC)N1CCS(CC1)=O)[N+](=O)[O-] (6-chloro-2-methylthio-5-nitro-4-(1-oxido-thiomorpholino)-pyrimidine), CC[O-].[Na+] (sodium ethylate solution), [Na] (sodium), C(C)O (ethanol). Run in O (water). Conditions: time 20 hour. Product: C(C)OC1=NC(=C(C(=N1)N1CCS(CC1)=O)[N+](=O)[O-])OCC (2,6-Di-ethoxy-5-nitro-4-(1-oxido-thiomorpholino)-pyrimidine). RXN SMILES: Cl[C:2]1[N:7]=[C:6](SC)[N:5]=[C:4]([N:10]2[CH2:15][CH2:14][S:13](=[O:16])[CH2:12][CH2:11]2)[C:3]=1[N+:17]([O-:19])=[O:18].[CH3:20][CH2:21][O-:22].[Na+].[Na].[CH2:25]([OH:27])[CH3:26]>O>[CH2:21]([O:22][C:6]1[N:5]=[C:4]([N:10]2[CH2:15][CH2:14][S:13](=[O:16])[CH2:12][CH2:11]2)[C:3]([N+:17]([O-:19])=[O:18])=[C:2]([O:27][CH2:25][CH3:26])[N:7]=1)[CH3:20] |f:1.2,^1:23|. Procedure: 3.0 gm (9.3 millimols) of 6-chloro-2-methylthio-5-nitro-4-(1-oxido-thiomorpholino)-pyrimidine (m.p. 128°-131°C) were added at room temperature to a sodium ethylate solution prepared from 0.22 gm (9.4 millimols) of sodium and 30 ml of ethanol, and the mixture was refluxed for 2 hours. After standing for 20 hours at room temperature, the reaction mixture was poured into water, the aqueous mixture was extracted several times with chloroform/ethanol, the combined extract solutions were evaporated to... Reactants: C[N+](=CC1=C(C(=C(C=C1)OC)OC)OC)[O-] (N-methyl-C-(2,3,4-trimethoxyphenyl)nitrone), [N+](=O)([O-])C=C (nitroethylene). Solvent: C1(=CC=CC=C1)C (toluene). Product: COC1=C(C=CC(=C1OC)OC)C1N(OCC1[N+](=O)[O-])C (3-(2,3,4-trimethoxyphenyl)-2-methyl-4-nitroisoxazolidine). Reaction SMILES: [CH3:1][N+:2]([O-:16])=[CH:3][C:4]1[CH:9]=[CH:8][C:7]([O:10][CH3:11])=[C:6]([O:12][CH3:13])[C:5]=1[O:14][CH3:15].[N+:17]([CH:20]=[CH2:21])([O-:19])=[O:18]>C1(C)C=CC=CC=1>[CH3:15][O:14][C:5]1[C:6]([O:12][CH3:13])=[C:7]([O:10][CH3:11])[CH:8]=[CH:9][C:4]=1[CH:3]1[CH:20]([N+:17]([O-:19])=[O:18])[CH2:21][O:16][N:2]1[CH3:1]. Procedure details: A 5.88 g (26.1 mmol) portion of N-methyl-C-(2,3,4-trimethoxyphenyl)nitrone was added to 50 mL of 0.76 molar (38 mmol) nitroethylene in toluene. The mixture was heated at reflux for 2 h. The solvent was removed in vacuo to leave a brown tar which was purified by flash chromatography on a column of 50 g of silica gel eluted successively with 100 mL portions of 0, 10, 20, 30, 40 and 50% ether in hexanes to yield 4.53 g of an orange oil. This material was crystallized from 20 mL of ice-cold 1:1 ethe... The reactants are COc1ccc(N)cc1, CCO, CCc1cc(Cl)c2c(ccc3nc[nH]c32)n1. The product is Cl, CCc1cc(Nc2ccc(OC)cc2)c2c(ccc3nc[nH]c32)n1. Reaction SMILES: [CH3:17][O:18][c:19]1[cH:20][cH:21][c:22]([NH2:25])[cH:23][cH:24]1.[CH3:26][CH2:27][OH:28].[Cl:1][c:2]1[cH:3][c:4]([CH2:15][CH3:16])[n:5][c:6]2[cH:7][cH:8][c:9]3[c:10]([c:11]12)[nH:12][cH:13][n:14]3>>[ClH:1].[c:2]1([NH:25][c:22]2[cH:21][cH:20][c:19]([O:18][CH3:17])[cH:24][cH:23]2)[cH:3][c:4]([CH2:15][CH3:16])[n:5][c:6]2[cH:7][cH:8][c:9]3[c:10]([c:11]12)[nH:12][cH:13][n:14]3.